This data is from the Open Reaction Database (ORD), a public repository of structured organic reaction records. The task is: describe an organic reaction: reactants, conditions, products, and yield Reactants: C(=O)(OC(C)(C)C)N[C@H](C(=O)O)[C@H](C)OC (N-boc-(2S,3S)-2-amino-3-methoxybutanoic acid), CC(C)C=1C=C(C(=CC1)N)N (4-(1-methylethyl)-1,2-benzenediamine). Procedure: The title compound was prepared according to Method 4 using N-boc-(2S,3S)-2-amino-3-methoxybutanoic acid and 4-(1-methylethyl)-1,2-benzenediamine. As a reaction SMILES: C([NH:8][C@@H:9]([C@@H:13]([O:15][CH3:16])[CH3:14])[C:10](O)=O)(OC(C)(C)C)=O.[CH3:17][CH:18]([C:20]1[CH:21]=[C:22]([NH2:27])[C:23]([NH2:26])=[CH:24][CH:25]=1)[CH3:19]>>[CH3:16][O:15][C@@H:13]([CH3:14])[C@@H:9]([C:10]1[NH:26][C:23]2[CH:24]=[CH:25][C:20]([CH:18]([CH3:19])[CH3:17])=[CH:21][C:22]=2[N:27]=1)[NH2:8]. Product: CO[C@H]([C@H](N)C1=NC2=C(N1)C=CC(=C2)C(C)C)C ((1R,2S)-2-Methoxy-1-[5-(propan-2-yl)-1H-benzimidazol-2-yl]propan-1-amine).